Dataset: the Open Reaction Database (ORD), a public repository of structured organic reaction records. Task: describe an organic reaction: reactants, conditions, products, and yield Starting materials: S(=O)(=O)([O-])[O-].[Ba+2] (barium sulfate), S(=O)(=O)([O-])[O-].[Ba+2] (barium sulfate), [OH-].[Ba+2].[OH-] (barium hydroxide). The product is S(O)(O)(=O)=O (sulfuric acid), S(=O)(=O)([O-])[O-].[Ba+2] (barium sulfate). RXN SMILES: [S:1]([O-:5])([O-:4])(=[O:3])=[O:2].[Ba+2:6].[OH-].[Ba+2].[OH-]>>[S:1](=[O:3])(=[O:2])([OH:5])[OH:4].[S:1]([O-:5])([O-:4])(=[O:3])=[O:2].[Ba+2:6] |f:0.1,2.3.4,6.7|. Procedure: Among the plate barium sulfates of the present invention, if a plate barium sulfate produced by adding a plate barium sulfate having a particle size of from 3 to 70 μm, preferably from 10 to 30 μm, as a seed into the reaction solution in an amount of from 5 to 90 wt % (% by weight), preferably from 30 to 70 wt %, based on the total weight of the produced plate barium sulfate before the above-described reaction of a barium hydroxide solution and a sulfuric acid solution, the plate barium sulfate ... The reactants are C1(CC1)C=1N=CC(=NC1OCC1CC1)C(=O)O (5-cyclopropyl-6-cyclopropylmethoxy-pyrazine-2-carboxylic acid), NC(CO)CC1CCC1 (2-amino-3-cyclobutyl-propan-1-ol). Product: C1(CCC1)CC(CO)NC(=O)C1=NC(=C(N=C1)C1CC1)OCC1CC1 (5-Cyclopropyl-6-cyclopropylmethoxy-pyrazine-2-carboxylic acid (1-cyclobutylmethyl-2-hydroxy-ethyl)-amide). Reaction SMILES: [CH:1]1([C:4]2[N:5]=[CH:6][C:7]([C:15]([OH:17])=O)=[N:8][C:9]=2[O:10][CH2:11][CH:12]2[CH2:14][CH2:13]2)[CH2:3][CH2:2]1.[NH2:18][CH:19]([CH2:22][CH:23]1[CH2:26][CH2:25][CH2:24]1)[CH2:20][OH:21]>>[CH:23]1([CH2:22][CH:19]([NH:18][C:15]([C:7]2[CH:6]=[N:5][C:4]([CH:1]3[CH2:2][CH2:3]3)=[C:9]([O:10][CH2:11][CH:12]3[CH2:13][CH2:14]3)[N:8]=2)=[O:17])[CH2:20][OH:21])[CH2:26][CH2:25][CH2:24]1. Procedure details: The title compound was synthesized in analogy to Example 69, using 5-cyclopropyl-6-cyclopropylmethoxy-pyrazine-2-carboxylic acid (Example 10 g, 50 mg, 0.21 mmol) and 2-amino-3-cyclobutyl-propan-1-ol (38.7 mg, 0.3 mmol) as starting materials and isolated (30 mg, 41%) as white solid; LC-MS (UV peak area, ESI) 99.69%, 346.2 (M+H)+.